From a dataset of the Open Reaction Database (ORD), a public repository of structured organic reaction records. describe an organic reaction: reactants, conditions, products, and yield Starting materials: CC(C)C(=O)Cl, CC(C)(Cc1c(C(C)(C)C)c2cc(OCc3ccc4ccccc4n3)ccc2n1Cc1ccc(Cl)cc1)C(=O)O. The product is CC(C)C(=O)c1c(CC(C)(C)C(=O)O)n(Cc2ccc(Cl)cc2)c2ccc(OCc3ccc4ccccc4n3)cc12. As a reaction SMILES: [CH3:41][CH:42]([C:43](=[O:44])[Cl:45])[CH3:46].[Cl:1][c:2]1[cH:3][cH:4][c:5]([CH2:6][n:7]2[c:8]([CH2:32][C:33]([C:34](=[O:35])[OH:36])([CH3:37])[CH3:38])[c:9]([C:28]([CH3:29])([CH3:30])[CH3:31])[c:10]3[cH:11][c:12]([O:16][CH2:17][c:18]4[n:19][c:20]5[cH:21][cH:22][cH:23][cH:24][c:25]5[cH:26][cH:27]4)[cH:13][cH:14][c:15]23)[cH:39][cH:40]1>>[Cl:1][c:2]1[cH:3][cH:4][c:5]([CH2:6][n:7]2[c:8]([CH2:32][C:33]([C:34](=[O:35])[OH:36])([CH3:37])[CH3:38])[c:9]([C:43]([CH:42]([CH3:41])[CH3:46])=[O:44])[c:10]3[cH:11][c:12]([O:16][CH2:17][c:18]4[n:19][c:20]5[cH:21][cH:22][cH:23][cH:24][c:25]5[cH:26][cH:27]4)[cH:13][cH:14][c:15]23)[cH:39][cH:40]1. The reactants are F[B-](F)(F)F, CCOC(C)=O, Cn1ncc(Cl)c1C(=O)O, CN(C)C=O, Nc1ccn2cc(-c3ccccc3)nc2c1, CN(C)C(On1nnc2ccccc21)=[N+](C)C. Yields the product Cn1ncc(Cl)c1C(=O)Nc1ccn2cc(-c3ccccc3)nc2c1. As a reaction SMILES: [B-:1]([F:2])([F:3])([F:4])[F:5].[CH3:54][CH2:55][O:56][C:57](=[O:58])[CH3:59].[Cl:23][c:24]1[c:25]([C:30](=[O:31])[OH:32])[n:26]([CH3:29])[n:27][cH:28]1.[O:49]=[CH:50][N:51]([CH3:52])[CH3:53].[c:33]1(-[c:39]2[n:40][c:41]3[n:42]([cH:43][cH:44][c:45]([NH2:47])[cH:46]3)[cH:48]2)[cH:34][cH:35][cH:36][cH:37][cH:38]1.[n:6]1([O:7][C:8]([N:9]([CH3:10])[CH3:11])=[N+:12]([CH3:13])[CH3:14])[c:15]2[cH:16][cH:17][cH:18][cH:19][c:20]2[n:21][n:22]1>>[Cl:23][c:24]1[c:25]([C:30](=[O:32])[NH:47][c:45]2[cH:44][cH:43][n:42]3[c:41]([n:40][c:39](-[c:33]4[cH:34][cH:35][cH:36][cH:37][cH:38]4)[cH:48]3)[cH:46]2)[n:26]([CH3:29])[n:27][cH:28]1. Reactants: C1CCOC1, CCN(C(C)C)C(C)C, Clc1nccc(-c2ccccc2)n1, Nc1ccc(CC(=O)O)cc1, O. Product: O=C(O)Cc1ccc(Nc2nccc(-c3ccccc3)n2)cc1. As a reaction SMILES: [CH2:34]1[O:35][CH2:36][CH2:37][CH2:38]1.[CH:25]([N:26]([CH:27]([CH3:28])[CH3:29])[CH2:30][CH3:31])([CH3:32])[CH3:33].[Cl:1][c:2]1[n:3][cH:4][cH:5][c:6](-[c:8]2[cH:9][cH:10][cH:11][cH:12][cH:13]2)[n:7]1.[NH2:14][c:15]1[cH:16][cH:17][c:18]([CH2:21][C:22](=[O:23])[OH:24])[cH:19][cH:20]1.[OH2:39]>>[c:2]1([NH:14][c:15]2[cH:16][cH:17][c:18]([CH2:21][C:22](=[O:23])[OH:24])[cH:19][cH:20]2)[n:3][cH:4][cH:5][c:6](-[c:8]2[cH:9][cH:10][cH:11][cH:12][cH:13]2)[n:7]1. Starting materials: BrC=1C=C2C=CC=NC2=CC1 (6-bromoquinoline), C[S-].[Na+] (sodium methyl mercaptide), Cl (hydrochloric acid). Run in C(C)(=O)OCC (ethyl acetate), CN(C(C)=O)C (N,N-dimethylacetamide). Conditions: temperature 150 celsius. Yields the product N1=CC=CC2=CC(=CC=C12)S (quinoline-6-thiol). As a reaction SMILES: Br[C:2]1[CH:3]=[C:4]2[C:9](=[CH:10][CH:11]=1)[N:8]=[CH:7][CH:6]=[CH:5]2.C[S-:13].[Na+].Cl>CN(C)C(=O)C.C(OCC)(=O)C>[N:8]1[C:9]2[C:4](=[CH:3][C:2]([SH:13])=[CH:11][CH:10]=2)[CH:5]=[CH:6][CH:7]=1 |f:1.2|. Procedure details: To a solution of 6-bromoquinoline (0.81 g, 3.89 mmol) in N,N-dimethylacetamide (4 mL) was added sodium methyl mercaptide (2.0 g, 28.5 mmol). The mixture was heated at 150° C. for 2 h. After cooling, the mixture was diluted with ethyl acetate, and neutralized with aqueous 1N hydrochloric acid. The organic layer was separated and the aqueous layer was extracted with ethyl acetate. The combined organic extracts were washed with water and brine, dried over magnesium sulfate, filtered, and concentrat...